The task is: describe an organic reaction: reactants, conditions, products, and yield. This data is from the Open Reaction Database (ORD), a public repository of structured organic reaction records. Starting materials: C(#N)C1=C(C=CC=C1)B(O)O (2-Cyanobenzene boronic acid), BrC1=CC=C(C=C1)C=1OC(=C(N1)CCN1[C@@H](CCC1)C)C (2-(4-Bromo-phenyl)-5-methyl-4-[2-((R)-2-methyl-pyrrolidin-1-yl)-ethyl]-oxazole). Product: CC1=C(N=C(O1)C1=CC=C(C=C1)C=1C(=CC=CC1)C#N)CCN1[C@@H](CCC1)C (4′-{5-Methyl-4-[2-((R)-2-methyl-pyrrolidin-1-yl)-ethyl]-oxazol-2-yl}-biphenyl-2-carbonitrile). Reaction SMILES: [C:1]([C:3]1[CH:8]=[CH:7][CH:6]=[CH:5][C:4]=1B(O)O)#[N:2].Br[C:13]1[CH:18]=[CH:17][C:16]([C:19]2[O:20][C:21]([CH3:32])=[C:22]([CH2:24][CH2:25][N:26]3[CH2:30][CH2:29][CH2:28][C@H:27]3[CH3:31])[N:23]=2)=[CH:15][CH:14]=1>>[CH3:32][C:21]1[O:20][C:19]([C:16]2[CH:17]=[CH:18][C:13]([C:4]3[C:3]([C:1]#[N:2])=[CH:8][CH:7]=[CH:6][CH:5]=3)=[CH:14][CH:15]=2)=[N:23][C:22]=1[CH2:24][CH2:25][N:26]1[CH2:30][CH2:29][CH2:28][C@H:27]1[CH3:31]. Procedure details: The title compound is prepared in a manner substantially analogous to example 133 starting from 2-Cyanobenzene boronic acid (211 mg, 1.43 mmol) and 2-(4-Bromo-phenyl)-5-methyl-4-[2-((R)-2-methyl-pyrrolidin-1-yl)-ethyl]-oxazole (100 mg, 0.287 mmol) to give 70 mg (66%). MS (m/e) 372.2 (M+1)